This data is from the Open Reaction Database (ORD), a public repository of structured organic reaction records. The task is: describe an organic reaction: reactants, conditions, products, and yield Starting materials: CO, CCCc1sc(C(=O)NC(Cc2ccccc2C(F)(F)F)CN2C(=O)c3ccccc3C2=O)cc1-c1c(Cl)cnn1C, NN, C1CCOC1. The product is CCCc1sc(C(=O)NC(CN)Cc2ccccc2C(F)(F)F)cc1-c1c(Cl)cnn1C. RXN SMILES: [CH3:50][OH:51].[Cl:1][c:2]1[cH:3][n:4][n:5]([CH3:42])[c:6]1-[c:7]1[cH:8][c:9]([C:15](=[O:16])[NH:17][CH:18]([CH2:19][N:20]2[C:21](=[O:22])[c:23]3[c:24]([cH:25][cH:26][cH:27][cH:28]3)[C:29]2=[O:30])[CH2:31][c:32]2[c:33]([C:38]([F:39])([F:40])[F:41])[cH:34][cH:35][cH:36][cH:37]2)[s:10][c:11]1[CH2:12][CH2:13][CH3:14].[NH2:43][NH2:44].[O:45]1[CH2:46][CH2:47][CH2:48][CH2:49]1>>[Cl:1][c:2]1[cH:3][n:4][n:5]([CH3:42])[c:6]1-[c:7]1[cH:8][c:9]([C:15](=[O:16])[NH:17][CH:18]([CH2:19][NH2:20])[CH2:31][c:32]2[c:33]([C:38]([F:39])([F:40])[F:41])[cH:34][cH:35][cH:36][cH:37]2)[s:10][c:11]1[CH2:12][CH2:13][CH3:14]. Starting materials: Cc1cc(-c2c(C)cccc2C)ncc1[N+](=O)[O-], CN(C)C=O. Reaction SMILES: [CH3:1][c:2]1[c:3](-[c:9]2[n:10][cH:11][c:12]([N+:16](=[O:17])[O-:18])[c:13]([CH3:15])[cH:14]2)[c:4]([CH3:8])[cH:5][cH:6][cH:7]1.[O:19]=[CH:20][N:21]([CH3:22])[CH3:23]>>[CH3:1][c:2]1[c:3](-[c:9]2[n:10][cH:11][c:12]([N+:16](=[O:17])[O-:18])[c:13]([CH:15]=[CH:20][N:21]([CH3:22])[CH3:23])[cH:14]2)[c:4]([CH3:8])[cH:5][cH:6][cH:7]1. The product is Cc1cccc(C)c1-c1cc(C=CN(C)C)c([N+](=O)[O-])cn1. Starting materials: C1(CCCCCCCCCCC1)=O (cyclododecanone), C(=O)OCC (ethyl formate), [H-].[Na+] (sodium hydride), ice, [H-].[Na+] (sodium hydride), C1(=CC=C(C=C1)S(=O)(=O)N=[N+]=[N-])C (p-toluenesulfonyl azide). Reagents/catalysts: C(C)O (ethanol). Run in C(C)OCC (diethyl ether), O (water), C(C)OCC (diethyl ether), C(C)OCC (diethyl ether). Reaction conditions: time 8 hour. The product is [N+](=[N-])=C1C(CCCCCCCCCC1)=O (2-diazocyclododecan-1-one). Isolated yield 43.6%. As a reaction SMILES: [H-].[Na+].[C:3]1(=[O:15])[CH2:14][CH2:13][CH2:12][CH2:11][CH2:10][CH2:9][CH2:8][CH2:7][CH2:6][CH2:5][CH2:4]1.C(OCC)=O.C1(C)C=CC(S([N:30]=[N+:31]=[N-])(=O)=O)=CC=1>C(OCC)C.C(O)C.O>[N+:30](=[C:4]1[CH2:5][CH2:6][CH2:7][CH2:8][CH2:9][CH2:10][CH2:11][CH2:12][CH2:13][CH2:14][C:3]1=[O:15])=[N-:31] |f:0.1|. Reported procedure: A suspension of 1.3 gm (33 mmole) of sodium hydride dispersion (60%) in 12 mL of diethyl ether and one drop of absolute ethanol was cooled in an ice bath under nitrogen. A mixture was prepared of 2.0 gm (11 mmole) cyclododecanone and 2.4 gm (33 mmole of ethyl formate in 20 mL of diethyl ether. This second solution was added, dropwise, to the sodium hydride suspension. The resulting mixture was stirred in the ice bath for about 3 hours after which time it was allowed to come to room temperature. ... The reactants are O=C(OOC(=O)c1ccccc1)c1ccccc1, ClC(Cl)(Cl)Cl, COc1ccc(C#N)cc1C, O=C1CCC(=O)N1Br. The product is COc1ccc(C#N)cc1CBr. RXN SMILES: [C:20]([O:21][O:22][C:23](=[O:24])[c:25]1[cH:26][cH:27][cH:28][cH:29][cH:30]1)(=[O:31])[c:32]1[cH:33][cH:34][cH:35][cH:36][cH:37]1.[C:38]([Cl:39])([Cl:40])([Cl:41])[Cl:42].[CH3:1][O:2][c:3]1[c:4]([CH3:11])[cH:5][c:6]([C:7]#[N:8])[cH:9][cH:10]1.[O:12]=[C:13]1[N:14]([Br:19])[C:15](=[O:16])[CH2:17][CH2:18]1>>[CH3:1][O:2][c:3]1[c:4]([CH2:11][Br:19])[cH:5][c:6]([C:7]#[N:8])[cH:9][cH:10]1. Starting materials: ice water, C(C)(C)(C)C=1N=C(SC1)C=1OC2=C(C1)C=C(C=C2)CC=2SC=C(N2)CCl (4-tert-butyl-2-{5-{[4-(chloromethyl)thiazol-2-yl]methyl}benzofuran-2-yl}thiazole), [C-]#N.[Na+] (sodium cyanide), [I-].[K+] (potassium iodide). The solvent is CO (methanol). Yields the product C(C)(C)(C)C=1N=C(SC1)C=1OC2=C(C1)C=C(C=C2)CC=2SC=C(N2)CC#N (4-tert-butyl-2-{5-{[4-(cyanomethy)thiazol-2-yl]methyl}benzofuran-2-yl}thiazole). Isolated yield 42.3%. Reaction SMILES: [C:1]([C:5]1[N:6]=[C:7]([C:10]2[O:11][C:12]3[CH:18]=[CH:17][C:16]([CH2:19][C:20]4[S:21][CH:22]=[C:23]([CH2:25]Cl)[N:24]=4)=[CH:15][C:13]=3[CH:14]=2)[S:8][CH:9]=1)([CH3:4])([CH3:3])[CH3:2].[C-:27]#[N:28].[Na+].[I-].[K+]>CO>[C:1]([C:5]1[N:6]=[C:7]([C:10]2[O:11][C:12]3[CH:18]=[CH:17][C:16]([CH2:19][C:20]4[S:21][CH:22]=[C:23]([CH2:25][C:27]#[N:28])[N:24]=4)=[CH:15][C:13]=3[CH:14]=2)[S:8][CH:9]=1)([CH3:4])([CH3:3])[CH3:2] |f:1.2,3.4|. Procedure details: A mixture of 4-tert-butyl-2-{5-{[4-(chloromethyl)thiazol-2-yl]methyl}benzofuran-2-yl}thiazole (0.46 g) , sodium cyanide (0.22 g) and potassium iodide (0.19 g) in methanol (10 ml) was stirred under reflux for 21 hours. After being cooled, the mixture poured into ice-water and extracted with ethyl acetate. The organic layer was washed with brine, dried over magnesium sulfate and concentrated in reduced pressure to give a syrup. The syrup was subjected to column chromatography on silica gel and elu...